From a dataset of the Open Reaction Database (ORD), a public repository of structured organic reaction records. describe an organic reaction: reactants, conditions, products, and yield Starting materials: C1(=CC=C(C=C1)C1=CC=2N(C(=N1)S(=O)(=O)C)N=CC2)C2=CC=CC=C2 (5-biphenyl-4-yl-7-methanesulfonyl-pyrazolo[1,5-c]pyrimidine), C1(=CC=C(C=C1)C1=CC=2N(C(=N1)S(=O)(=O)C)N=CC2)C2=CC=CC=C2 (5-biphenyl-4-yl-7-methanesulfonyl-pyrazolo[1,5-c]pyrimidine), C(C)(C)(C)OC(NCC1=CC=C(C=C1)C(NC1=CC=C(C=C1)N)=O)=O ([4-(4-amino-phenylcarbamoyl)-benzyl]-carbamic acid tert-butyl ester). Conditions: temperature 130 celsius. The product is C(C)(C)(C)OC(NCC1=CC=C(C=C1)C(NC1=CC=C(C=C1)NC1=NC(=CC=2N1N=CC2)C2=CC=C(C=C2)C2=CC=CC=C2)=O)=O ({4-[4-(5-Biphenyl-4-yl-pyrazolo[1,5-c]pyrimidin-7-ylamino)-phenylcarbamoyl]benzyl}-carbamic acid tert-butyl ester). RXN SMILES: [C:1]1([C:20]2[CH:25]=[CH:24][CH:23]=[CH:22][CH:21]=2)[CH:6]=[CH:5][C:4]([C:7]2[N:12]=[C:11](S(C)(=O)=O)[N:10]3[N:17]=[CH:18][CH:19]=[C:9]3[CH:8]=2)=[CH:3][CH:2]=1.[C:26]([O:30][C:31](=[O:50])[NH:32][CH2:33][C:34]1[CH:39]=[CH:38][C:37]([C:40](=[O:49])[NH:41][C:42]2[CH:47]=[CH:46][C:45]([NH2:48])=[CH:44][CH:43]=2)=[CH:36][CH:35]=1)([CH3:29])([CH3:28])[CH3:27]>>[C:26]([O:30][C:31](=[O:50])[NH:32][CH2:33][C:34]1[CH:39]=[CH:38][C:37]([C:40](=[O:49])[NH:41][C:42]2[CH:43]=[CH:44][C:45]([NH:48][C:11]3[N:10]4[N:17]=[CH:18][CH:19]=[C:9]4[CH:8]=[C:7]([C:4]4[CH:5]=[CH:6][C:1]([C:20]5[CH:25]=[CH:24][CH:23]=[CH:22][CH:21]=5)=[CH:2][CH:3]=4)[N:12]=3)=[CH:46][CH:47]=2)=[CH:36][CH:35]=1)([CH3:29])([CH3:27])[CH3:28]. Reported procedure: Under an inert gas atmosphere at 130° C. bath temperature is heated neat a mixture of 5-biphenyl-4-yl-7-methanesulfonyl-pyrazolo[1,5-c]pyrimidine (compound B1) and [4-(4-amino-phenylcarbamoyl)-benzyl]-carbamic acid tert-butyl ester (compound G1) overnight. The crude product is purified by silica gel flash chromatography. The reactants are O\C=C\1/C(NC2=CC=C(C=C12)Cl)=O (Z-3-[(hydroxy)-methylene]-5-chloro-1,3-dihydro-indol-2-one), O\C=C\1/C(NC2=CC=CC=C12)=O (Z-3-[(hydroxy)-methylene]-1,3-dihydro-indol-2-one), O\C=C\1/C(NC2=CC=C(C=C12)Cl)=O (Z-3-[(hydroxy)-methylene]-5-chloro-1,3-dihydro-indol-2-one), NC1=NNC=C1 (3-aminopyrazole). Run in O1CCCC1 (tetrahydrofuran). Yields the product ClC=1C=C2C(C(NC2=CC1)=O)=CNC1=NNC=C1 (5-Chloro-3-[(1H-pyrazol-3-ylamino)-methylene]-1,3-dihydro-indol-2-one). RXN SMILES: O/[CH:2]=[C:3]1\[C:4](=[O:13])[NH:5][C:6]2[C:11]\1=[CH:10][C:9]([Cl:12])=[CH:8][CH:7]=2.O/C=C1\C(=O)NC2C\1=CC=CC=2.[NH2:26][C:27]1[CH:31]=[CH:30][NH:29][N:28]=1>O1CCCC1>[Cl:12][C:9]1[CH:10]=[C:11]2[C:6](=[CH:7][CH:8]=1)[NH:5][C:4](=[O:13])[C:3]2=[CH:2][NH:26][C:27]1[CH:31]=[CH:30][NH:29][N:28]=1. Procedure: The named compound is prepared by substituting E & Z-3-[(hydroxy)-methylene]-5-chloro-1,3-dihydro-indol-2-one for E & Z-3-[(hydroxy)-methylene]-1,3-dihydro-indol-2-one in the reaction of Example 1. Specifically, E & Z-3-[(hydroxy)-methylene]-5-chloro-1,3-dihydro-indol-2-one is reacted with 0.300 gms 3-aminopyrazole by refluxing in tetrahydrofuran. Starting materials: C1(=CC=CC=C1)[Mg]Br (phenylmagnesium bromide), N1(C=NC=C1)CC(=O)C=1C=C2CCC(NC2=CC1)=O (6-(imidazol-1-yl acetyl)-3,4-dihydrocarbostyril). Solvent: CCOCC (ether), O1CCCC1 (tetrahydrofuran). Conditions: temperature 0 celsius, time 30 minute. Product: OC(CN1C=NC=C1)(C1=CC=CC=C1)C=1C=C2CCC(NC2=CC1)=O (6-[1-hydroxy-1-phenyl-2-(imidazol-1-yl)ethyl]-3,4-dihydrocarbostyril). Reaction SMILES: [C:1]1([Mg]Br)[CH:6]=[CH:5][CH:4]=[CH:3][CH:2]=1.[N:9]1([CH2:14][C:15]([C:17]2[CH:18]=[C:19]3[C:24](=[CH:25][CH:26]=2)[NH:23][C:22](=[O:27])[CH2:21][CH2:20]3)=[O:16])[CH:13]=[CH:12][N:11]=[CH:10]1>CCOCC.O1CCCC1>[OH:16][C:15]([C:17]1[CH:18]=[C:19]2[C:24](=[CH:25][CH:26]=1)[NH:23][C:22](=[O:27])[CH2:21][CH2:20]2)([C:1]1[CH:6]=[CH:5][CH:4]=[CH:3][CH:2]=1)[CH2:14][N:9]1[CH:13]=[CH:12][N:11]=[CH:10]1. Reported procedure: A solution of 3 ml of 3M phenylmagnesium bromide in ether was added to a suspension of 1.0 g of 6-(imidazol-1-yl acetyl)-3,4-dihydrocarbostyril in 25 ml of tetrahydrofuran at 0° C., the mixture stirred for 30 minutes at 0° C., then at 25° C. for 18 hours. The reaction was quenched with 10 ml of water and extracted with 10% methanol in methylene chloride. The organic extract was washed with water, dried over anhydrous sodium sulfate and concentrated under reduced pressure to yield a gum which was... Reactants: C(C1=CC=CC=C1)OC(=O)N1CC(CCC1)C1=NN=NN1 (3-(1H-tetrazol-5-yl)-piperidine-1-carboxylic acid benzyl ester), [H][H] (hydrogen). The reagents and catalysts are [Pd] (Pd on carbon). Solvent: CO (MeOH). Run at time 30 hour. Yields the product N1N=NN=C1C1CNCCC1 (3-(1H-tetrazol-5-yl)-piperidine). As a reaction SMILES: C(OC([N:11]1[CH2:16][CH2:15][CH2:14][CH:13]([C:17]2[NH:21][N:20]=[N:19][N:18]=2)[CH2:12]1)=O)C1C=CC=CC=1.[H][H]>CO.[Pd]>[NH:21]1[C:17]([CH:13]2[CH2:14][CH2:15][CH2:16][NH:11][CH2:12]2)=[N:18][N:19]=[N:20]1. Procedure: To a solution of 3-(1H-tetrazol-5-yl)-piperidine-1-carboxylic acid benzyl ester (1 g, 3.5 mmol) in MeOH (20 mL) is added Pd on carbon (10%, 150 mg) at room temperature. The mixture is charged with Ar gas a few times before attaching a hydrogen gas balloon. After 30 h at 20° C., the mixture is filtered, and concentrated to afford 3-(1H-tetrazol-5-yl)-piperidine. LCMS: RT=0.54 minutes, MS: 154 (M+H).